From a dataset of the Open Reaction Database (ORD), a public repository of structured organic reaction records. describe an organic reaction: reactants, conditions, products, and yield Starting materials: NC1=C(C(=CC=C1)F)N (1,2-diamino-3-fluorobenzene), C(=O)(N1C=NC=C1)N1C=NC=C1 (1,1'-carbonyldimidazole). Yields the product FC1=CC=CC=2NC(NC21)=O (4-Fluoro-1,3-dihydro-2H-1,3-benzimidazole-2-one). RXN SMILES: [NH2:1][C:2]1[CH:7]=[CH:6][CH:5]=[C:4]([F:8])[C:3]=1[NH2:9].[C:10](N1C=CN=C1)(N1C=CN=C1)=[O:11]>>[F:8][C:4]1[C:3]2[NH:9][C:10](=[O:11])[NH:1][C:2]=2[CH:7]=[CH:6][CH:5]=1. Procedure details: The title compound was prepared by the method of Preparation 24 from 1,2-diamino-3-fluorobenzene [J.O.C. 1969, 34(2), 384] and 1,1'-carbonyldimidazole. Starting materials: CS(=O)(=O)OCC(CCOC1OCCCC1)C1=CC(=C(C=C1)Cl)Cl (1-Methanesulphonyloxy-2-(3,4-dichlorophenyl)-4-(tetrahydropyran-2-yloxy)butane), N1C=NC=C1 (imidazole), C([O-])([O-])=O.[K+].[K+] (potassium carbonate). The solvent is C(C)#N (acetonitrile). Yields the product N1(C=NC=C1)CC(CCOC1OCCCC1)C1=CC(=C(C=C1)Cl)Cl (1-(imidazol-1-yl)-2-(3,4-dichlorophenyl)-4-(tetrahydropyran-2-yloxy)butane). The yield is 32.3%. Reaction SMILES: CS(O[CH2:6][CH:7]([C:17]1[CH:22]=[CH:21][C:20]([Cl:23])=[C:19]([Cl:24])[CH:18]=1)[CH2:8][CH2:9][O:10][CH:11]1[CH2:16][CH2:15][CH2:14][CH2:13][O:12]1)(=O)=O.[NH:25]1[CH:29]=[CH:28][N:27]=[CH:26]1.C(=O)([O-])[O-].[K+].[K+]>C(#N)C>[N:25]1([CH2:6][CH:7]([C:17]2[CH:22]=[CH:21][C:20]([Cl:23])=[C:19]([Cl:24])[CH:18]=2)[CH2:8][CH2:9][O:10][CH:11]2[CH2:16][CH2:15][CH2:14][CH2:13][O:12]2)[CH:29]=[CH:28][N:27]=[CH:26]1 |f:2.3.4|. Procedure details: 1-Methanesulphonyloxy-2-(3,4-dichlorophenyl)-4-(tetrahydropyran-2-yloxy)butane (10 g) (see Preparation 29), imidazole (2.07 g) and potassium carbonate (7.65 g) were dissolved in anhydrous acetonitrile (50 ml) and heated under reflux under a nitrogen atmosphere for 3 days. The organic solvent was then removed under reduced pressure and the resulting aqueous suspension partitioned between dichloromethane and water. The organic phase was separated, washed sequentially with water and brine, dried ov... Reactants: CC1=CC(=C(C=C1)SC1=CC=C(C=C1)O)NC1=CC=NC2=NC(=CC=C12)C (4-[4-Methyl-2-(7-methyl-[1,8]naphthyridin-4-ylamino)-phenylsulfanyl]-phenol), CN(C1=C2C=CC=C(C2=CC=C1)S(=O)(=O)Cl)C (5-Dimethylamino-naphthalene-1-sulfonyl chloride), C(C)(C)N(C(C)C)CC (N,N-diisopropylethylamine). Solvent: C(Cl)Cl (CH2Cl2). Yields the product CC1=CC(=C(C=C1)SC1=CC=C(C=C1)OS(=O)(=O)C1=CC=CC2=C(C=CC=C12)N(C)C)NC1=CC=NC2=NC(=CC=C12)C (5-Dimethylamino-naphthalene-1-sulfonic acid 4-[4-methyl-2-(7-methyl-[1,8]naphthyridin-4-ylamino)-phenylsulfanyl]-phenyl ester). Reaction SMILES: [CH3:1][C:2]1[CH:7]=[CH:6][C:5]([S:8][C:9]2[CH:14]=[CH:13][C:12]([OH:15])=[CH:11][CH:10]=2)=[C:4]([NH:16][C:17]2[C:26]3[C:21](=[N:22][C:23]([CH3:27])=[CH:24][CH:25]=3)[N:20]=[CH:19][CH:18]=2)[CH:3]=1.[CH3:28][N:29]([CH3:44])[C:30]1[CH:39]=[CH:38][CH:37]=[C:36]2[C:31]=1[CH:32]=[CH:33][CH:34]=[C:35]2[S:40](Cl)(=[O:42])=[O:41].C(N(CC)C(C)C)(C)C>C(Cl)Cl>[CH3:1][C:2]1[CH:7]=[CH:6][C:5]([S:8][C:9]2[CH:10]=[CH:11][C:12]([O:15][S:40]([C:35]3[C:36]4[C:31](=[C:30]([N:29]([CH3:44])[CH3:28])[CH:39]=[CH:38][CH:37]=4)[CH:32]=[CH:33][CH:34]=3)(=[O:42])=[O:41])=[CH:13][CH:14]=2)=[C:4]([NH:16][C:17]2[C:26]3[C:21](=[N:22][C:23]([CH3:27])=[CH:24][CH:25]=3)[N:20]=[CH:19][CH:18]=2)[CH:3]=1. Reported procedure: The product from Example 19 (167 mg, 0.94 mmol) was reacted with 5-Dimethylamino-naphthalene-1-sulfonyl chloride (245 mg, 0.94 mmol) in 10 mL of CH2Cl2 with N,N-diisopropylethylamine (0.530 mL, 410 mmol) for 22 h. Washed with water and dried over Na2SO4, filtered and concentrated under vacuum giving the crude title compound which was purified by HPLC with TFA providing the trifluoroacetic acid salt (35 mg, 40%). 1H NMR (300 MHz, DMSO-d6) δ ppm: 2.75 (s, 3 H) 2.86 (s, 6 H) 6.65 (d, J=6.99 Hz, 1 H... Reactants: CN(C)C=O, Cc1scnc1C(=O)O, CN1CCCC1=O, O=C(Cl)C(=O)Cl, Nc1cc(Oc2ccc3nc(NC(=O)C4CC4)cn3n2)ccc1F, C1CCOC1. The product is Cc1scnc1C(=O)Nc1cc(Oc2ccc3nc(NC(=O)C4CC4)cn3n2)ccc1F. Reaction SMILES: [CH3:10][N:11]([CH3:12])[CH:13]=[O:14].[CH3:1][c:2]1[c:3]([C:7](=[O:8])[OH:9])[n:4][cH:5][s:6]1.[CH3:45][N:46]1[CH2:47][CH2:48][CH2:49][C:50]1=[O:51].[Cl:15][C:16]([C:17]([Cl:18])=[O:19])=[O:20].[NH2:21][c:22]1[cH:23][c:24]([O:25][c:26]2[cH:27][cH:28][c:29]3[n:30]([n:31]2)[cH:32][c:33]([NH:35][C:36](=[O:37])[CH:38]2[CH2:39][CH2:40]2)[n:34]3)[cH:41][cH:42][c:43]1[F:44].[O:52]1[CH2:53][CH2:54][CH2:55][CH2:56]1>>[CH3:1][c:2]1[c:3]([C:7](=[O:9])[NH:21][c:22]2[cH:23][c:24]([O:25][c:26]3[cH:27][cH:28][c:29]4[n:30]([n:31]3)[cH:32][c:33]([NH:35][C:36](=[O:37])[CH:38]3[CH2:39][CH2:40]3)[n:34]4)[cH:41][cH:42][c:43]2[F:44])[n:4][cH:5][s:6]1. The reactants are C(C)(=O)OC1=CC=C(C(=O)C2=CC=CC=C2)C=C1 (4-acetoxybenzophenone). Reagents/catalysts: C(C)(=O)O (acetic acid). Solvent: C(C)(C)O (isopropyl alcohol). Product: C(C)(=O)OC1=CC=C(C=C1)C(C(O)(C1=CC=CC=C1)C1=CC=C(C=C1)OC(C)=O)(O)C1=CC=CC=C1 (1,2-bis(p-acetoxyphenyl)-1,2-diphenyl-1,2-ethanediol). The yield is 99.1%. RXN SMILES: [C:1]([O:4][C:5]1[CH:18]=[CH:17][C:8]([C:9]([C:11]2[CH:16]=[CH:15][CH:14]=[CH:13][CH:12]=2)=[O:10])=[CH:7][CH:6]=1)(=[O:3])[CH3:2]>C(O)(=O)C.C(O)(C)C>[C:1]([O:4][C:5]1[CH:18]=[CH:17][C:8]([C:9]([C:11]2[CH:12]=[CH:13][CH:14]=[CH:15][CH:16]=2)([OH:10])[C:9]([C:8]2[CH:7]=[CH:6][C:5]([O:4][C:1](=[O:3])[CH3:2])=[CH:18][CH:17]=2)([C:11]2[CH:16]=[CH:15][CH:14]=[CH:13][CH:12]=2)[OH:10])=[CH:7][CH:6]=1)(=[O:3])[CH3:2]. Reported procedure: 0.04 g of acetic acid was added to 35.98 g of isopropyl alcohol, and 4.02 g of 4-acetoxybenzophenone was dissolved therein. To this solution, ultraviolet rays were irradiated by a high pressure mercury lamp (UVL-100HA, manufactured by Riko Kagaku Sangyo K.K.) to carry out the reaction for 6 hours. After the reaction, the solvent was distilled off to obtain 4.00 g of 1,2-bis(p-acetoxyphenyl)-1,2-diphenyl-1,2-ethanediol (compound (C5)).